Dataset: the Open Reaction Database (ORD), a public repository of structured organic reaction records. Task: describe an organic reaction: reactants, conditions, products, and yield Starting materials: C=C[Sn](CCCC)(CCCC)CCCC, COc1nc2c(cc1Br)N(C)C(=O)C2(C)C, CN(C)P(=O)(N(C)C)N(C)C, CCOC(C)=O, [Cl-], O. The product is C=Cc1cc2c(nc1OC)C(C)(C)C(=O)N2C. RXN SMILES: [CH2:17]([CH2:18][CH2:30][CH3:31])[Sn:19]([CH2:20][CH2:21][CH2:22][CH3:23])([CH2:24][CH2:25][CH2:26][CH3:27])[CH:28]=[CH2:29].[CH3:1][O:2][c:3]1[c:4]([Br:16])[cH:5][c:6]2[c:7]([n:8]1)[C:9]([CH3:14])([CH3:15])[C:10](=[O:13])[N:11]2[CH3:12].[CH3:33][N:34]([CH3:35])[P:36]([N:37]([CH3:38])[CH3:39])([N:40]([CH3:41])[CH3:42])=[O:43].[CH3:45][CH2:46][O:47][C:48](=[O:49])[CH3:50].[Cl-:32].[OH2:44]>>[CH3:1][O:2][c:3]1[c:4]([CH:17]=[CH2:18])[cH:5][c:6]2[c:7]([n:8]1)[C:9]([CH3:14])([CH3:15])[C:10](=[O:13])[N:11]2[CH3:12]. Starting materials: O=C1c2ccccc2C(=O)N1OC1CCCC1, CCN(C(C)C)C(C)C, ClCCl, Nc1ccc(S(=O)(=O)Cl)cc1[N+](=O)[O-], NN, [Na+], C1CCOC1, O=S(=O)([O-])O. Yields the product Nc1ccc(S(=O)(=O)NOC2CCCC2)cc1[N+](=O)[O-]. RXN SMILES: [CH:1]1([O:6][N:7]2[C:8](=[O:9])[c:10]3[c:11]([cH:12][cH:13][cH:14][cH:15]3)[C:16]2=[O:17])[CH2:2][CH2:3][CH2:4][CH2:5]1.[CH:34]([N:35]([CH2:36][CH3:37])[CH:38]([CH3:39])[CH3:40])([CH3:41])[CH3:42].[Cl:54][CH2:55][Cl:56].[N+:20](=[O:21])([O-:22])[c:23]1[c:24]([NH2:25])[cH:26][cH:27][c:28]([S:30](=[O:31])(=[O:32])[Cl:33])[cH:29]1.[NH2:18][NH2:19].[Na+:53].[O:43]1[CH2:44][CH2:45][CH2:46][CH2:47]1.[S:48](=[O:49])(=[O:50])([OH:51])[O-:52]>>[CH:1]1([O:6][NH:7][S:30]([c:28]2[cH:27][cH:26][c:24]([NH2:25])[c:23]([N+:20](=[O:21])[O-:22])[cH:29]2)(=[O:31])=[O:32])[CH2:2][CH2:3][CH2:4][CH2:5]1. Starting materials: C(C(C)(C)C)(=O)OCBr (Pivaloyloxymethyl bromide), [I-].[Na+] (sodium iodide), [I-] (iodide), NC=1SC=C(N1)/C(/C(=O)N[C@H]1[C@@H]2N(C(=C(CS2)C2CCC(O2)=O)C(=O)[O-])C1=O)=N/OC.[Na+] (sodium (6R,7R)-7-[2(2-aminothiazol-4-yl)-2-(Z)-methoxyiminoacetamido]-3-[(5RS)-2-oxotetrahydrofuran-5-yl]ceph-3-em-4-carboxylate). Run in C(C)(=O)OCC (ethyl acetate), CC(=O)C (acetone), C1(=CC=CC=C1)C (toluene), CN1C(CCC1)=O (N-methylpyrrolidone). Run at time 0.5 hour. Product: NC=1SC=C(N1)/C(/C(=O)N[C@H]1[C@@H]2N(C(=C(CS2)C2CCC(O2)=O)C(=O)OCOC(C(C)(C)C)=O)C1=O)=N/OC (Pivaloyloxymethyl (6R,7R)-7-[2-(2-aminothiazol-4-yl)-2-(Z)-methoxyiminoacetamido]-3-[(5RS)-2-oxotetrahydrofuran-5-yl]ceph-3-em-4-carboxylate). Isolated yield 59.1%. RXN SMILES: [C:1]([O:7][CH2:8]Br)(=[O:6])[C:2]([CH3:5])([CH3:4])[CH3:3].[I-].[Na+].[I-].[NH2:13][C:14]1[S:15][CH:16]=[C:17](/[C:19](=[N:41]/[O:42][CH3:43])/[C:20]([NH:22][C@@H:23]2[C:39](=[O:40])[N:25]3[C:26]([C:36]([O-:38])=[O:37])=[C:27]([CH:30]4[O:34][C:33](=[O:35])[CH2:32][CH2:31]4)[CH2:28][S:29][C@H:24]23)=[O:21])[N:18]=1.[Na+]>CC(C)=O.C1(C)C=CC=CC=1.CN1CCCC1=O.C(OCC)(=O)C>[NH2:13][C:14]1[S:15][CH:16]=[C:17](/[C:19](=[N:41]/[O:42][CH3:43])/[C:20]([NH:22][C@@H:23]2[C:39](=[O:40])[N:25]3[C:26]([C:36]([O:38][CH2:8][O:7][C:1](=[O:6])[C:2]([CH3:5])([CH3:4])[CH3:3])=[O:37])=[C:27]([CH:30]4[O:34][C:33](=[O:35])[CH2:32][CH2:31]4)[CH2:28][S:29][C@H:24]23)=[O:21])[N:18]=1 |f:1.2,4.5|. Procedure details: Pivaloyloxymethyl bromide (0.10 g, ca. 0.5 mmol) and sodium iodide (0.1 g) in acetone (1 ml) were stirred for 0.25 h, filtered and evaporated in vacuo. The iodide in toluene (0.5 ml) was added to sodium (6R,7R)-7-[2(2-aminothiazol-4-yl)-2-(Z)-methoxyiminoacetamido]-3-[(5RS)-2-oxotetrahydrofuran-5-yl]ceph-3-em-4-carboxylate (0.124 g, 0.25 mmol) in N-methylpyrrolidone (2 ml) and stirred for 0.5 h. The reaction mixture was diluted with ethyl acetate, washed twice with water, and with brine, dried, ... Starting materials: ClC=1C=C(N)C=C(C1)Cl (3,5-dichloroaniline), C(C(=O)C)(=O)OCCC (n-propyl pyruvate). The product is C(CC)OC([C@@H](NC1=CC(=CC(=C1)Cl)Cl)C)=O (N-(3,5-dichlorophenyl)alanine n-propyl ester). Reaction SMILES: [Cl:1][C:2]1[CH:3]=[C:4]([CH:6]=[C:7]([Cl:9])[CH:8]=1)[NH2:5].[C:10]([O:15][CH2:16][CH2:17][CH3:18])(=[O:14])[C:11]([CH3:13])=O>>[CH2:16]([O:15][C:10](=[O:14])[C@H:11]([CH3:13])[NH:5][C:4]1[CH:3]=[C:2]([Cl:1])[CH:8]=[C:7]([Cl:9])[CH:6]=1)[CH2:17][CH3:18]. Procedure details: Following General Procedure AA above and using 3,5-dichloroaniline (Aldrich) and n-propyl pyruvate (which can be prepared by following General Procedure AO above using n-propanol in place of iso-butanol), the title compound could be prepared.